From a dataset of the Open Reaction Database (ORD), a public repository of structured organic reaction records. describe an organic reaction: reactants, conditions, products, and yield Reactants: C(CC#N)#N (malononitrile), [N+](=O)([O-])C1=CC=C(C=N1)C(CNC(C)=O)=O (N-[2-(6-nitropyridin-3-yl)-2-oxoethyl]acetamide), [OH-].[K+] (potassium hydroxide). Run in CO (methanol). Run at temperature 0 celsius, time 15 minute. Product: NC=1NC=C(C1C#N)C=1C=NC(=CC1)[N+](=O)[O-] (2-amino-4-(6-nitropyridin-3-yl)-1H-pyrrole-3-carbonitrile). Yield: 83.8%. Reaction SMILES: [C:1](#[N:5])[CH2:2][C:3]#[N:4].[N+:6]([C:9]1[N:14]=[CH:13][C:12]([C:15](=O)[CH2:16][NH:17]C(=O)C)=[CH:11][CH:10]=1)([O-:8])=[O:7].[OH-].[K+]>CO>[NH2:4][C:3]1[NH:17][CH:16]=[C:15]([C:12]2[CH:13]=[N:14][C:9]([N+:6]([O-:8])=[O:7])=[CH:10][CH:11]=2)[C:2]=1[C:1]#[N:5] |f:2.3|. Reported procedure: 0.022 g (0.336 mmol) of malononitrile is added at a temperature in the region of 20° C., under an argon atmosphere, to 0.050 g (0.224 mmol) of N-[2-(6-nitropyridin-3-yl)-2-oxoethyl]acetamide in solution in 5 cm3 of methanol. The reaction medium is cooled to a temperature in the region of 0° C. and then 0.1 cm3 of a 50% aqueous potassium hydroxide solution is added. After stirring for 15 minutes at a temperature in the region of 20° C. and then for 1.15 hours at a temperature in the region of 65°... Starting materials: ClC1=CC=CC=2C(C3=C(C=CC=C3C(C12)=O)Cl)=O (1,5-dichloroanthraquinone), CCCCCCCCS(=O)(=O)N (n-octanesulfonamide), C([O-])([O-])=O.[K+].[K+] (potassium carbonate), cupric acetate monohydrate. Solvent: ClC1=CC=CC=C1 (chlorobenzene). Product: C(CCCCCCC)S(=O)(=O)NC1=CC=CC=2C(C3=C(C=CC=C3C(C12)=O)Cl)=O (1-n-octylsulfonylamino-5-chloroanthraquinone). Reaction SMILES: Cl[C:2]1[C:15]2[C:14](=[O:16])[C:13]3[C:8](=[C:9]([Cl:17])[CH:10]=[CH:11][CH:12]=3)[C:7](=[O:18])[C:6]=2[CH:5]=[CH:4][CH:3]=1.[CH3:19][CH2:20][CH2:21][CH2:22][CH2:23][CH2:24][CH2:25][CH2:26][S:27]([NH2:30])(=[O:29])=[O:28].C(=O)([O-])[O-].[K+].[K+]>ClC1C=CC=CC=1>[CH2:26]([S:27]([NH:30][C:2]1[C:15]2[C:14](=[O:16])[C:13]3[C:8](=[C:9]([Cl:17])[CH:10]=[CH:11][CH:12]=3)[C:7](=[O:18])[C:6]=2[CH:5]=[CH:4][CH:3]=1)(=[O:28])=[O:29])[CH2:25][CH2:24][CH2:23][CH2:22][CH2:21][CH2:20][CH3:19] |f:2.3.4|. Procedure: 1,5-dichloroanthraquinone (1.0g), n-octanesulfonamide (0.77g), potassium carbonate (1.0g), cupric acetate monohydrate (1.0g) and chlorobenzene (15ml) were refluxed for 4 hours. The solvent was evaporated at reduced pressure and the residue was extracted with toluene. After filtration the extract was separated by chromatography on silica using toluene as eluent to give the desired product as the second fraction. Reactants: CC(C)(C)C1=CC2=C(C=C1)OC(=N2)C3=CC=C(S3)C4=NC5=C(O4)C=CC(=C5)C(C)(C)C (BBOT), S(O)(O)(=O)=O (sulfuric acid). The product is S1C(=CC=C1C=1OC2=C(N1)C=C(C=C2S(=O)(=O)O)C(C)(C)C)C=2OC1=C(N2)C=C(C=C1S(=O)(=O)O)C(C)(C)C (2,2'-(2,5-thiophenediyl)bis[5-(1,1-dimethylethyl)-7-benzoxazole-sulfonic acid]). Reaction SMILES: [CH3:1][C:2]([C:5]1[CH:10]=[CH:9][C:8]2[O:11][C:12]([C:14]3[S:18][C:17]([C:19]4[O:23][C:22]5[CH:24]=[CH:25][C:26]([C:28]([CH3:31])([CH3:30])[CH3:29])=[CH:27][C:21]=5[N:20]=4)=[CH:16][CH:15]=3)=[N:13][C:7]=2[CH:6]=1)([CH3:4])[CH3:3].[S:32](=[O:36])(=[O:35])([OH:34])O>>[S:18]1[C:14]([C:12]2[O:11][C:8]3[C:9]([S:32]([OH:34])(=[O:36])=[O:35])=[CH:10][C:5]([C:2]([CH3:1])([CH3:3])[CH3:4])=[CH:6][C:7]=3[N:13]=2)=[CH:15][CH:16]=[C:17]1[C:19]1[O:23][C:22]2[C:24]([S:32]([OH:36])(=[O:35])=[O:34])=[CH:25][C:26]([C:28]([CH3:31])([CH3:30])[CH3:29])=[CH:27][C:21]=2[N:20]=1. Reported procedure: One hundred milliliters of 20% fuming sulfuric acid is charged into a 500 mL Erlenmeyer flask. With magnetic stirring, 60 g of BBOT is added in small portions. The reaction is exothermic. After the addition is complete, the reaction mixture is heated to 90°-100° C. for two hours. The reaction is then quenched by pouring the reaction mixture onto 500 g of crushed ice. A brown product precipitates as a fine powder. The product is collected on a fritted-glass Buchner funnel. The product is then was... Starting materials: CC1(OCC2=C(O1)C=CC(=C2)[C@@H]2CN(C(O2)=O)CCCCCCOCCC#CC=2C=C(C=CC2)S(=O)(=O)N)C (3-[4-({6-[(5R)-5-(2,2-Dimethyl-4H-1,3-benzodioxin-6-yl)-2-oxo-1,3-oxazolidin-3-yl]hexyl}oxy)but-1-ynyl]benzenesulfonamide). Reagents/catalysts: [Pt]=O (platinum oxide). The solvent is C1CCOC1 (THF). Yields the product CC1(OCC2=C(O1)C=CC(=C2)[C@@H]2CN(C(O2)=O)CCCCCCOCCCCC=2C=C(C=CC2)S(=O)(=O)N)C (3-[4-({6-[(5R)-5-(2,2-Dimethyl-4H-1,3-benzodioxin-6-yl)-2-oxo-1,3-oxazolidin-3-yl]hexyl}oxy)butyl]benzenesulfonamide). Isolated yield 98.0%. Reaction SMILES: [CH3:1][C:2]1([CH3:39])[O:7][C:6]2[CH:8]=[CH:9][C:10]([C@H:12]3[O:16][C:15](=[O:17])[N:14]([CH2:18][CH2:19][CH2:20][CH2:21][CH2:22][CH2:23][O:24][CH2:25][CH2:26][C:27]#[C:28][C:29]4[CH:30]=[C:31]([S:35]([NH2:38])(=[O:37])=[O:36])[CH:32]=[CH:33][CH:34]=4)[CH2:13]3)=[CH:11][C:5]=2[CH2:4][O:3]1>C1COCC1.[Pt]=O>[CH3:1][C:2]1([CH3:39])[O:7][C:6]2[CH:8]=[CH:9][C:10]([C@H:12]3[O:16][C:15](=[O:17])[N:14]([CH2:18][CH2:19][CH2:20][CH2:21][CH2:22][CH2:23][O:24][CH2:25][CH2:26][CH2:27][CH2:28][C:29]4[CH:30]=[C:31]([S:35]([NH2:38])(=[O:37])=[O:36])[CH:32]=[CH:33][CH:34]=4)[CH2:13]3)=[CH:11][C:5]=2[CH2:4][O:3]1. Procedure: 3-[4-({6-[(5R)-5-(2,2-Dimethyl-4H-1,3-benzodioxin-6-yl)-2-oxo-1,3-oxazolidin-3-yl]hexyl}oxy)but-1-ynyl]benzenesulfonamide (2.35 g) was stirred with platinum oxide (0.3 g) in THF (30 ml) under hydrogen for 2 h. The catalyst was removed by filtration using a filter aid and the filter cake was leached with ethyl acetate. The combined filtrates were passed through silica gel (200 g) in ethyl acetate and the eluate was evaporated to give the title compound (2.32 g), LCMS RT=3.49 min. The reactants are Cc1ccccc1-n1nc(C)c(Br)c1N, O=C([O-])[O-], [Na+], [Na+], CN(C)C=O, OB(O)c1ccc(F)cc1, c1ccc(P(c2ccccc2)(c2ccccc2)[Pd](P(c2ccccc2)(c2ccccc2)c2ccccc2)(P(c2ccccc2)(c2ccccc2)c2ccccc2)P(c2ccccc2)(c2ccccc2)c2ccccc2)cc1. The product is Cc1ccccc1-n1nc(C)c(-c2ccc(F)cc2)c1N. As a reaction SMILES: [Br:1][c:2]1[c:3]([CH3:15])[n:4][n:5](-[c:8]2[c:9]([CH3:14])[cH:10][cH:11][cH:12][cH:13]2)[c:6]1[NH2:7].[C:26](=[O:27])([O-:28])[O-:29].[Na+:30].[Na+:31].[O:32]=[CH:33][N:34]([CH3:35])[CH3:36].[OH:16][B:17]([OH:18])[c:19]1[cH:20][cH:21][c:22]([F:23])[cH:24][cH:25]1.[cH:37]1[cH:38][cH:39][c:40]([P:41]([Pd:42]([P:43]([c:44]2[cH:45][cH:46][cH:47][cH:48][cH:49]2)([c:50]2[cH:51][cH:52][cH:53][cH:54][cH:55]2)[c:56]2[cH:57][cH:58][cH:59][cH:60][cH:61]2)([P:62]([c:63]2[cH:64][cH:65][cH:66][cH:67][cH:68]2)([c:69]2[cH:70][cH:71][cH:72][cH:73][cH:74]2)[c:75]2[cH:76][cH:77][cH:78][cH:79][cH:80]2)[P:81]([c:82]2[cH:83][cH:84][cH:85][cH:86][cH:87]2)([c:88]2[cH:89][cH:90][cH:91][cH:92][cH:93]2)[c:94]2[cH:95][cH:96][cH:97][cH:98][cH:99]2)([c:100]2[cH:101][cH:102][cH:103][cH:104][cH:105]2)[c:106]2[cH:107][cH:108][cH:109][cH:110][cH:111]2)[cH:112][cH:113]1>>[c:2]1(-[c:19]2[cH:20][cH:21][c:22]([F:23])[cH:24][cH:25]2)[c:3]([CH3:15])[n:4][n:5](-[c:8]2[c:9]([CH3:14])[cH:10][cH:11][cH:12][cH:13]2)[c:6]1[NH2:7]. Reactants: BrC=1C(=CC(=C(C1)CC(=O)O)C)F ((5-bromo-4-fluoro-2-methyl-phenyl)-acetic acid), BrC=1C=C(C(=C(C1)N)C)F (5-bromo-3-fluoro-2-methyl-phenylamine). Yields the product BrC=1C=C(C(=C(C1)CC(=O)O)C)F ((5-Bromo-3-fluoro-2-methyl-phenyl)-acetic acid), title acid. RXN SMILES: [Br:1][C:2]1[C:3](F)=[CH:4][C:5]([CH3:12])=[C:6]([CH2:8][C:9]([OH:11])=[O:10])[CH:7]=1.BrC1C=C([F:23])C(C)=C(N)C=1>>[Br:1][C:2]1[CH:3]=[C:4]([F:23])[C:5]([CH3:12])=[C:6]([CH2:8][C:9]([OH:11])=[O:10])[CH:7]=1. Reported procedure: (5-Bromo-3-fluoro-2-methyl-phenyl)-acetic acid was prepared analogously to the synthesis of (5-bromo-4-fluoro-2-methyl-phenyl)-acetic acid (preparation example P5, step P5.3) starting from 5-bromo-3-fluoro-2-methyl-phenylamine (preparation example P7, step P7.1) by making use of the procedures described under step P5.1, step P5.2 and step P5.3. The title acid was obtained as a solid, mp: 147° C.